From a dataset of the Open Reaction Database (ORD), a public repository of structured organic reaction records. describe an organic reaction: reactants, conditions, products, and yield Starting materials: C(C(=C)C)(=O)O (methacrylic acid), C1(=CC=C(C=C1)S(=O)(=O)O)C (para-toluene sulfonic acid), C(C(=C)C)(=O)O (methacrylic acid). The solvent is C(CCC)O (Butyl alcohol), C(CCC)O (n-butyl alcohol). Yields the product C(C(=C)C)(=O)OCCCC (Butyl methacrylate). Reaction SMILES: [C:1]([OH:6])(=[O:5])[C:2]([CH3:4])=[CH2:3].[C:7]1(C)[CH:12]=CC(S(O)(=O)=O)=[CH:9][CH:8]=1>C(O)CCC>[C:1]([O:6][CH2:12][CH2:7][CH2:8][CH3:9])(=[O:5])[C:2]([CH3:4])=[CH2:3]. Reported procedure: Butyl methacrylate was prepared by reacting methacrylic acid and n-butyl alcohol. Butyl alcohol and methacrylic acid were mixed at the ratio of 1.2 (mole), and para-toluene sulfonic acid was added to be 0.75% (by weight) to the mixture as esterification catalyst. The mixture was charged into the reactor, and heated by steam. The reaction temperature was kept at 100° C. by adjusting the pressure in the reactor. Heating was continued until the reaction was completed by distilling all the water for...